The task is: describe an organic reaction: reactants, conditions, products, and yield. This data is from the Open Reaction Database (ORD), a public repository of structured organic reaction records. The reactants are Cc1cnc(N2CCNCC2)c(C(F)(F)F)c1, CC1COC(=O)N1c1ccc(C(=O)O)cc1, Cl. Product: Cc1cnc(N2CCN(C(=O)c3ccc(N4C(=O)OCC4C)cc3)CC2)c(C(F)(F)F)c1, Cl. Reaction SMILES: [CH3:18][c:19]1[cH:20][c:21]([C:31]([F:32])([F:33])[F:34])[c:22]([N:25]2[CH2:26][CH2:27][NH:28][CH2:29][CH2:30]2)[n:23][cH:24]1.[CH3:1][CH:2]1[N:3]([c:8]2[cH:9][cH:10][c:11]([C:12](=[O:13])[OH:14])[cH:15][cH:16]2)[C:4](=[O:7])[O:5][CH2:6]1.[ClH:17]>>[CH3:1][CH:2]1[N:3]([c:8]2[cH:9][cH:10][c:11]([C:12](=[O:14])[N:28]3[CH2:27][CH2:26][N:25]([c:22]4[c:21]([C:31]([F:32])([F:33])[F:34])[cH:20][c:19]([CH3:18])[cH:24][n:23]4)[CH2:30][CH2:29]3)[cH:15][cH:16]2)[C:4](=[O:7])[O:5][CH2:6]1.[ClH:17]. Reactants: CON, CO, COC(=O)C(=O)c1cccnc1Oc1ccn(-c2ccc(Cl)cc2)n1, Cl, c1ccncc1. The product is CON=C(C(=O)OC)c1cccnc1Oc1ccn(-c2ccc(Cl)cc2)n1. RXN SMILES: [CH3:33][O:34][NH2:35].[CH3:36][OH:37].[Cl:1][c:2]1[cH:3][cH:4][c:5](-[n:8]2[n:9][c:10]([O:13][c:14]3[n:15][cH:16][cH:17][cH:18][c:19]3[C:20]([C:21](=[O:22])[O:23][CH3:24])=[O:25])[cH:11][cH:12]2)[cH:6][cH:7]1.[ClH:32].[cH:26]1[cH:27][cH:28][n:29][cH:30][cH:31]1>>[Cl:1][c:2]1[cH:3][cH:4][c:5](-[n:8]2[n:9][c:10]([O:13][c:14]3[n:15][cH:16][cH:17][cH:18][c:19]3[C:20]([C:21](=[O:22])[O:23][CH3:24])=[N:35][O:34][CH3:33])[cH:11][cH:12]2)[cH:6][cH:7]1. Starting materials: CC(=O)[O-], O=c1[nH]c(CCl)nc2cc3c(cc12)CCC3, [Cs+], CN(C)C=O. Product: CC(=O)OCc1nc2cc3c(cc2c(=O)[nH]1)CCC3. As a reaction SMILES: [C:1]([CH3:2])(=[O:3])[O-:4].[Cl:6][CH2:7][c:8]1[n:9][c:10]2[cH:11][c:12]3[c:13]([cH:14][c:15]2[c:16](=[O:18])[nH:17]1)[CH2:19][CH2:20][CH2:21]3.[Cs+:5].[O:22]=[CH:23][N:24]([CH3:25])[CH3:26]>>[C:1]([CH3:2])(=[O:3])[O:4][CH2:7][c:8]1[n:9][c:10]2[cH:11][c:12]3[c:13]([cH:14][c:15]2[c:16](=[O:18])[nH:17]1)[CH2:19][CH2:20][CH2:21]3. The reactants are C(C)#N (acetonitrile), N-BuLi, C1=C(C=CC2=CC=CC=C12)C=O (2-naphthaldehyde). Solvent: C1CCOC1 (THF), C1CCOC1 (THF). Reaction conditions: temperature -78 celsius, time 15 minute. The product is OC(CC#N)C1=CC2=CC=CC=C2C=C1 (3-Hydroxy-3-(2-naphthalenyl)propionitrile). The yield is 99.9%. As a reaction SMILES: [C:1](#[N:3])[CH3:2].[CH:4]1[C:13]2[C:8](=[CH:9][CH:10]=[CH:11][CH:12]=2)[CH:7]=[CH:6][C:5]=1[CH:14]=[O:15]>C1COCC1>[OH:15][CH:14]([C:5]1[CH:6]=[CH:7][C:8]2[C:13](=[CH:12][CH:11]=[CH:10][CH:9]=2)[CH:4]=1)[CH2:2][C:1]#[N:3]. Reported procedure: To a stirred solution of acetonitrile (2.46 g, 60 mmol, 3.13 mL) in THF (300 mL) at -78° C. was added N-BuLi (37.5 mL, 60 mmol, 1.6M) dropwise over 30 minutes. The resulting solution was stirred at -78° C. for 15 minutes and then 2-naphthaldehyde (6.24 g, 40 mmol) in THF (50 mL) was added dropwise over 45 minutes. The resulting mixture was stirred for an additional 20 minutes at -78° C. and quenched at -78° C. by the addition of saturated NH4Cl (60 mL). The mixture was warmed to room temperature... The reactants are BrC1=CC2=C(N=C(OC2)N[C@@H]2CCC3=CC=CC=C23)C=C1 ((6-bromo-4H-benzo[d][1,3]oxazin-2-yl)-(R)-indan-1-yl-amine), [C-]#N (cyanide), O (water). Reagents/catalysts: [Pd].C1(=CC=CC=C1)P(C1=CC=CC=C1)C1=CC=CC=C1.C1(=CC=CC=C1)P(C1=CC=CC=C1)C1=CC=CC=C1.C1(=CC=CC=C1)P(C1=CC=CC=C1)C1=CC=CC=C1.C1(=CC=CC=C1)P(C1=CC=CC=C1)C1=CC=CC=C1 (tetrakis-(triphenylphosphine)-palladium). Run in CN(C=O)C (N,N-dimethylformamide). Reaction conditions: temperature 160 celsius. The product is [C@H]1(CCC2=CC=CC=C12)NC=1OCC2=C(N1)C=CC(=C2)C#N (2-((R)-Indan-1-ylamino)-4H-benzo[d][1,3]oxazine-6-carbonitrile). Isolated yield 41.1%. Reaction SMILES: Br[C:2]1[CH:21]=[CH:20][C:5]2[N:6]=[C:7]([NH:10][C@H:11]3[C:19]4[C:14](=[CH:15][CH:16]=[CH:17][CH:18]=4)[CH2:13][CH2:12]3)[O:8][CH2:9][C:4]=2[CH:3]=1.[C-:22]#[N:23].O>CN(C)C=O.[Pd].C1(P(C2C=CC=CC=2)C2C=CC=CC=2)C=CC=CC=1.C1(P(C2C=CC=CC=2)C2C=CC=CC=2)C=CC=CC=1.C1(P(C2C=CC=CC=2)C2C=CC=CC=2)C=CC=CC=1.C1(P(C2C=CC=CC=2)C2C=CC=CC=2)C=CC=CC=1>[C@H:11]1([NH:10][C:7]2[O:8][CH2:9][C:4]3[CH:3]=[C:2]([C:22]#[N:23])[CH:21]=[CH:20][C:5]=3[N:6]=2)[C:19]2[C:14](=[CH:15][CH:16]=[CH:17][CH:18]=2)[CH2:13][CH2:12]1 |f:4.5.6.7.8|. Procedure: A stirred mixture of (6-bromo-4H-benzo[d][1,3]oxazin-2-yl)-(R)-indan-1-yl-amine (Example 32) (2.0 g, 5.83 mmol), zink cyanide (1.03 mg, 8.77 mmol) and tetrakis-(triphenylphosphine)-palladium (673 mg, 0.58 mmol) in N,N-dimethylformamide (20 ml) was heated at 160° C. for 15 min in a microwave reactor. The reaction mixture was poured into water (50 ml) and extracted with ethyl acetate (2×70 ml). The combined organic layers were washed with brine (2×20 ml), dried (magnesium sulfate) and evaporated. ...